This data is from the Open Reaction Database (ORD), a public repository of structured organic reaction records. The task is: describe an organic reaction: reactants, conditions, products, and yield Reactants: [H-].[Na+] (sodium hydride), C=CCCC(CCC=C)O (1,8-nonadien-5-ol), BrCCCCCCCCCCBr (1,10-dibromodecane). The solvent is C1CCOC1 (THF). Run at time 21 hour. Product: BrCCCCCCCCCCOC(CCC=C)CCC=C (5-(10-bromodecyloxy)-1,8-nonadiene). The yield is 31.3%. Reaction SMILES: [H-].[Na+].[CH2:3]=[CH:4][CH2:5][CH2:6][CH:7]([OH:12])[CH2:8][CH2:9][CH:10]=[CH2:11].[Br:13][CH2:14][CH2:15][CH2:16][CH2:17][CH2:18][CH2:19][CH2:20][CH2:21][CH2:22][CH2:23]Br>C1COCC1>[Br:13][CH2:14][CH2:15][CH2:16][CH2:17][CH2:18][CH2:19][CH2:20][CH2:21][CH2:22][CH2:23][O:12][CH:7]([CH2:8][CH2:9][CH:10]=[CH2:11])[CH2:6][CH2:5][CH:4]=[CH2:3] |f:0.1|. Procedure: 2.1 g of 60% sodium hydride was suspended in 50 ml of THF, and 6.6 g of 1,8-nonadien-5-ol was dropped therein in an atmosphere of argon. 28 g of 1,10-dibromodecane was further dropped therein, and reflux was then carried out for 21 hours in an atmosphere of argon. After the generated precipitate was filtered off, the solvent was evaporated, and the residue was purified by silica gel column chromatography, to obtain 5.3 g of the compound (7). (Yield: 31%)